From a dataset of the Open Reaction Database (ORD), a public repository of structured organic reaction records. describe an organic reaction: reactants, conditions, products, and yield The reactants are O=C([O-])[O-], CN(C)C=O, COc1cc2c(Oc3cc4ccccc4nc3C)ccnc2cc1OCCCl, [K+], [K+], OC1CCNCC1, O. Product: COc1cc2c(Oc3cc4ccccc4nc3C)ccnc2cc1OCCN1CCC(O)CC1. Reaction SMILES: [C:34](=[O:35])([O-:36])[O-:37].[CH3:1][N:2]([CH3:3])[CH:4]=[O:5].[Cl:6][CH2:7][CH2:8][O:9][c:10]1[c:11]([O:32][CH3:33])[cH:12][c:13]2[c:14]([O:20][c:21]3[c:22]([CH3:31])[n:23][c:24]4[cH:25][cH:26][cH:27][cH:28][c:29]4[cH:30]3)[cH:15][cH:16][n:17][c:18]2[cH:19]1.[K+:38].[K+:39].[NH:40]1[CH2:41][CH2:42][CH:43]([OH:46])[CH2:44][CH2:45]1.[OH2:47]>>[CH2:7]([CH2:8][O:9][c:10]1[c:11]([O:32][CH3:33])[cH:12][c:13]2[c:14]([O:20][c:21]3[c:22]([CH3:31])[n:23][c:24]4[cH:25][cH:26][cH:27][cH:28][c:29]4[cH:30]3)[cH:15][cH:16][n:17][c:18]2[cH:19]1)[N:40]1[CH2:41][CH2:42][CH:43]([OH:46])[CH2:44][CH2:45]1.